This data is from the Open Reaction Database (ORD), a public repository of structured organic reaction records. The task is: describe an organic reaction: reactants, conditions, products, and yield The reactants are CCOC(=O)OCC, C1CCOC1, CC1(C)CC(=O)c2ccccc21, CI, CCO, [H-], [Na+], O. The product is CCOC(=O)C1(C)C(=O)c2ccccc2C1(C)C. As a reaction SMILES: [C:3]([O:4][CH2:5][CH3:6])([O:7][CH2:8][CH3:9])=[O:10].[CH2:25]1[O:26][CH2:27][CH2:28][CH2:29]1.[CH3:11][C:12]1([CH3:22])[CH2:13][C:14](=[O:21])[c:15]2[cH:16][cH:17][cH:18][cH:19][c:20]21.[CH3:23][I:24].[CH3:31][CH2:32][OH:33].[H-:2].[Na+:1].[OH2:30]>>[C:3]([O:7][CH2:8][CH3:9])(=[O:10])[C:13]1([CH3:23])[C:12]([CH3:11])([CH3:22])[c:20]2[c:15]([cH:16][cH:17][cH:18][cH:19]2)[C:14]1=[O:21].